This data is from the Open Reaction Database (ORD), a public repository of structured organic reaction records. The task is: describe an organic reaction: reactants, conditions, products, and yield Starting materials: CC(C)(C)OC(=O)CBr, O=C([O-])[O-], CN(C)C=O, Cc1ccc(CC2CN(Cc3cn[nH]c3)CCN2C(=O)c2cc(C(F)(F)F)cc(C(F)(F)F)c2)cc1C, [K+], [K+], O. The product is Cc1ccc(CC2CN(Cc3cnn(CC(=O)OC(C)(C)C)c3)CCN2C(=O)c2cc(C(F)(F)F)cc(C(F)(F)F)c2)cc1C. Reaction SMILES: [Br:38][CH2:39][C:40](=[O:41])[O:42][C:43]([CH3:44])([CH3:45])[CH3:46].[C:47](=[O:48])([O-:49])[O-:50].[CH3:54][N:55]([CH3:56])[CH:57]=[O:58].[F:1][C:2]([c:3]1[cH:4][c:5]([C:6](=[O:7])[N:8]2[CH:9]([CH2:20][c:21]3[cH:22][c:23]([CH3:28])[c:24]([CH3:27])[cH:25][cH:26]3)[CH2:10][N:11]([CH2:14][c:15]3[cH:16][n:17][nH:18][cH:19]3)[CH2:12][CH2:13]2)[cH:29][c:30]([C:32]([F:33])([F:34])[F:35])[cH:31]1)([F:36])[F:37].[K+:51].[K+:52].[OH2:53]>>[F:1][C:2]([c:3]1[cH:4][c:5]([C:6](=[O:7])[N:8]2[CH:9]([CH2:20][c:21]3[cH:22][c:23]([CH3:28])[c:24]([CH3:27])[cH:25][cH:26]3)[CH2:10][N:11]([CH2:14][c:15]3[cH:16][n:17]([CH2:39][C:40](=[O:41])[O:42][C:43]([CH3:44])([CH3:45])[CH3:46])[n:18][cH:19]3)[CH2:12][CH2:13]2)[cH:29][c:30]([C:32]([F:33])([F:34])[F:35])[cH:31]1)([F:36])[F:37]. Starting materials: O=C1C[C@H]2OC(=CN12)C=C ((5R)-7-oxo-3-vinyl-4-oxa-1-azabicyclo[3.2.0]hept-2-ene), [H][H] (hydrogen). Reagents/catalysts: [Pt] (platinum on charcoal). Solvent: O1CCCC1 (tetrahydrofuran). The product is C(C)=C1CN2C(C[C@H]2O1)=O ((5R)-3-Ethylidene-4-oxa-1-azabicyclo[3.2.0]heptan-7-one). The yield is 12.0%. Reaction SMILES: [O:1]=[C:2]1[N:8]2[C@H:4]([O:5][C:6]([CH:9]=[CH2:10])=[CH:7]2)[CH2:3]1.[H][H]>O1CCCC1.[Pt]>[CH:9](=[C:6]1[O:5][C@H:4]2[N:8]([C:2](=[O:1])[CH2:3]2)[CH2:7]1)[CH3:10]. Procedure: (5R)-7-oxo-3-vinyl-4-oxa-1-azabicyclo[3.2.0]hept-2-ene (2.4 mmole) in tetrahydrofuran (20 ml) was shaken with 5% platinum on charcoal (150 mg) under 1 atmosphere of hydrogen at room temperature for 1.5 hours. The catalyst was removed by filtration and was washed with tetrahydrofuran. The solvent was evaporated from the filtrate and the residue was chromatographed on silica gel using 1:7 ethyl acetate/petroleum ether (b.p. 60-80°). A mixture of E- and Z- isomers of the title compound was thus obt... The reactants are C1CCOC1, COc1ccc(Cn2cc(C(=O)CBr)cn2)cc1, CO, N#C[K], O, O. The product is COc1ccc(Cn2cc(C(=O)CC#N)cn2)cc1. As a reaction SMILES: [CH2:25]1[O:26][CH2:27][CH2:28][CH2:29]1.[CH3:1][O:2][c:3]1[cH:4][cH:5][c:6]([CH2:7][n:8]2[n:9][cH:10][c:11]([C:13]([CH2:14][Br:15])=[O:16])[cH:12]2)[cH:17][cH:18]1.[CH3:23][OH:24].[K:19][C:20]#[N:21].[OH2:22].[OH2:30]>>[CH3:1][O:2][c:3]1[cH:4][cH:5][c:6]([CH2:7][n:8]2[n:9][cH:10][c:11]([C:13]([CH2:14][C:20]#[N:21])=[O:16])[cH:12]2)[cH:17][cH:18]1. The reactants are C1(=CC=CC=C1)C(N1C(C(C2=CC=CC=C12)C1=CC=2CCCCC2C=C1O)=O)C1=CC=CC=C1 (1-(diphenylmethyl)-3-(3-hydroxy-5,6,7,8-tetrahydronaphthalen-2-yl)-1,3-dihydro-2H-indol-2-one), C1(=CC=CC=C1)C(N1C(C(C2=CC=CC=C12)C1=C(C=C(C(=C1)C)OC)O)=O)C1=CC=CC=C1 (1-(diphenylmethyl)-3-(2-hydroxy-4-methoxy-5-methylphenyl)-1,3-dihydro-2H-indol-2-one). Yields the product C1(=CC=CC=C1)C(N1C(C2(C3=C(OC2)C=C2CCCCC2=C3)C3=CC=CC=C13)=O)C1=CC=CC=C1 (1-(diphenylmethyl)-5′,6′,7′,8′-tetrahydrospiro[indole-3,3′-naphtho[2,3-b]furan]-2(1′H)-one). RXN SMILES: [C:1]1([CH:7]([C:29]2[CH:34]=[CH:33][CH:32]=[CH:31][CH:30]=2)[N:8]2[C:16]3[C:11](=[CH:12][CH:13]=[CH:14][CH:15]=3)[CH:10]([C:17]3[C:26]([OH:27])=[CH:25][C:24]4[CH2:23][CH2:22][CH2:21][CH2:20][C:19]=4[CH:18]=3)[C:9]2=[O:28])[CH:6]=[CH:5][CH:4]=[CH:3][CH:2]=1.[C:35]1(C(C2C=CC=CC=2)N2C3C(=CC=CC=3)C(C3C=C(C)C(OC)=CC=3O)C2=O)C=CC=CC=1>>[C:29]1([CH:7]([C:1]2[CH:2]=[CH:3][CH:4]=[CH:5][CH:6]=2)[N:8]2[C:16]3[C:11](=[CH:12][CH:13]=[CH:14][CH:15]=3)[C:10]3([CH2:35][O:27][C:26]4[CH:25]=[C:24]5[C:19](=[CH:18][C:17]3=4)[CH2:20][CH2:21][CH2:22][CH2:23]5)[C:9]2=[O:28])[CH:34]=[CH:33][CH:32]=[CH:31][CH:30]=1. Procedure details: Following the procedure as described in EXAMPLE 2 and making non-critical variations using 1-(diphenylmethyl)-3-(3-hydroxy-5,6,7,8-tetrahydronaphthalen-2-yl)-1,3-dihydro-2H-indol-2-one to replace 1-(diphenylmethyl)-3-(2-hydroxy-4-methoxy-5-methylphenyl)-1,3-dihydro-2H-indol-2-one, 1-(diphenylmethyl)-5′,6′,7′,8′-tetrahydrospiro[indole-3,3′-naphtho[2,3-b]furan]-2(1′H)-one was obtained (81%) as a colorless solid: 1H NMR (300 MHz, CDCl3) δ7.37-7.32 (m, 10H), 7.17-7.14 (m, 1H), 7.07 (s, 1H), 7.05-6.9... The reactants are COC(=O)C(C)(C)NC(=O)c1ccc2ccccc2c1C=Cc1ccc(Cl)cc1, CO, [Li+], [OH-], O, O. Product: CC(C)(NC(=O)c1ccc2ccccc2c1C=Cc1ccc(Cl)cc1)C(=O)O. Reaction SMILES: [CH3:1][O:2][C:3]([C:4]([CH3:5])([CH3:6])[NH:7][C:8](=[O:9])[c:10]1[c:11]([CH:20]=[CH:21][c:22]2[cH:23][cH:24][c:25]([Cl:28])[cH:26][cH:27]2)[c:12]2[cH:13][cH:14][cH:15][cH:16][c:17]2[cH:18][cH:19]1)=[O:29].[CH3:34][OH:35].[Li+:32].[OH-:31].[OH2:30].[OH2:33]>>[O:2]=[C:3]([C:4]([CH3:5])([CH3:6])[NH:7][C:8](=[O:9])[c:10]1[c:11]([CH:20]=[CH:21][c:22]2[cH:23][cH:24][c:25]([Cl:28])[cH:26][cH:27]2)[c:12]2[cH:13][cH:14][cH:15][cH:16][c:17]2[cH:18][cH:19]1)[OH:29]. Yields the product O=C1CCC=C1c1ccc(Cl)cc1. Reactants: O=[Ag-], [Cl-], OB(O)c1ccc(Cl)cc1, O=C1CCC=C1I, [NH4+], C1CCOC1, O, c1ccc([As](c2ccccc2)c2ccccc2)cc1. As a reaction SMILES: [Ag-:44]=[O:45].[Cl-:42].[Cl:8][c:9]1[cH:10][cH:11][c:12]([B:15]([OH:16])[OH:17])[cH:13][cH:14]1.[I:1][C:2]1=[CH:6][CH2:5][CH2:4][C:3]1=[O:7].[NH4+:43].[O:37]1[CH2:38][CH2:39][CH2:40][CH2:41]1.[OH2:46].[cH:18]1[cH:19][cH:20][c:21]([As:22]([c:23]2[cH:24][cH:25][cH:26][cH:27][cH:28]2)[c:29]2[cH:30][cH:31][cH:32][cH:33][cH:34]2)[cH:35][cH:36]1>>[C:2]1([c:12]2[cH:11][cH:10][c:9]([Cl:8])[cH:14][cH:13]2)=[CH:6][CH2:5][CH2:4][C:3]1=[O:7]. The reactants are BrC1=CC(=NC(=C1)N)N (4-bromo-pyridine-2,6-diamine), C1(=C(C(=CC(=C1)C)C)S(=O)(=O)ON)C (O-mesitylene-sulfonylhydroxylamine), COC1=CC=C(S1)C=O (5-methoxy-thiophene-2-carbaldehyde). Product: BrC1=CC=2N(C(=C1)N)N=C(N2)C=2SC(=CC2)OC (7-Bromo-2-(5-methoxy-thiophen-2-yl)-[1,2,4]triazolo[1,5-a]pyridin-5-ylamine). RXN SMILES: [Br:1][C:2]1[CH:7]=[C:6]([NH2:8])[N:5]=[C:4]([NH2:9])[CH:3]=1.C1(C)C=C(C)C=C(C)C=1S(O[NH2:22])(=O)=O.[CH3:24][O:25][C:26]1[S:30][C:29]([CH:31]=O)=[CH:28][CH:27]=1>>[Br:1][C:2]1[CH:7]=[C:6]([NH2:8])[N:5]2[N:22]=[C:31]([C:29]3[S:30][C:26]([O:25][CH3:24])=[CH:27][CH:28]=3)[N:9]=[C:4]2[CH:3]=1. Procedure: The title compound, MS m/e (%): 325 (M+, 100), was prepared in accordance with the general method of example 63 from 4-bromo-pyridine-2,6-diamine, O-mesitylene-sulfonylhydroxylamine, and 5-methoxy-thiophene-2-carbaldehyde. The purification was performed with reversed phase HPLC eluting with an acetonitrile/water gradient. Starting materials: ClC1=C(C=C(C(=C1)C)[N+](=O)[O-])N=C1NCCN1 (2-(2-chloro-4-methyl-5-nitro-phenylimino)-imidazolidine), CO (methanol), [H][H] (hydrogen). The reagents and catalysts are [Ni] (Raney nickel). Solvent: O1CCCC1 (tetrahydrofuran). Product: NC=1C(=CC(=C(C1)N=C1NCCN1)Cl)C (2-(5-amino-2-chloro-4-methylphenylimino)-imidazolidine). Yield: 30.5%. RXN SMILES: [Cl:1][C:2]1[CH:7]=[C:6]([CH3:8])[C:5]([N+:9]([O-])=O)=[CH:4][C:3]=1[N:12]=[C:13]1[NH:17][CH2:16][CH2:15][NH:14]1.CO.[H][H]>[Ni].O1CCCC1>[NH2:9][C:5]1[C:6]([CH3:8])=[CH:7][C:2]([Cl:1])=[C:3]([N:12]=[C:13]2[NH:17][CH2:16][CH2:15][NH:14]2)[CH:4]=1. Procedure details: 25.4 gm (0.10 mol) of 2-(2-chloro-4-methyl-5-nitro-phenylimino)-imidazolidine were hydrogenated in a shaker autoclave at 25° to 30° C. and atmospheric pressure in the presence of Raney nickel and in a 1:1 mixture of methanol and tetrahydrofuran until the theoretical amount of hydrogen had been absorbed. Thereafter, the catalyst was separated by suction filtration, and the filtrate was evaporated to dryness in vacuo. The residue was dissolved in 2 N hydrochloric acid, and the solution was extract... Starting materials: BrC=1C=CC=C2CCCOC12 (8-bromo-chroman), BrC1=C(C(=CC=C1)Br)O (2,6-dibromo-phenol), CN(C=O)C (dimethylformamide). Reagents/catalysts: [C-]#N.[Zn+2].[C-]#N (zinc cyanide), C=1C=CC(=CC1)[P](C=2C=CC=CC2)(C=3C=CC=CC3)[Pd]([P](C=4C=CC=CC4)(C=5C=CC=CC5)C=6C=CC=CC6)([P](C=7C=CC=CC7)(C=8C=CC=CC8)C=9C=CC=CC9)[P](C=1C=CC=CC1)(C=1C=CC=CC1)C=1C=CC=CC1 (tetrakis(triphenylphosphine)palladium). Run in C(C)OCC (diethyl ether). Reaction conditions: temperature 90 celsius. The product is O1CCCC2=CC=CC(=C12)C#N (chroman-8-carbonitrile). Yield: 35.0%. Reaction SMILES: Br[C:2]1[CH:3]=[CH:4][CH:5]=[C:6]2[C:11]=1[O:10][CH2:9][CH2:8][CH2:7]2.BrC1C=CC=C(Br)C=1O.[CH3:21][N:22](C)C=O>C(OCC)C.[C-]#N.[Zn+2].[C-]#N.C1C=CC([P]([Pd]([P](C2C=CC=CC=2)(C2C=CC=CC=2)C2C=CC=CC=2)([P](C2C=CC=CC=2)(C2C=CC=CC=2)C2C=CC=CC=2)[P](C2C=CC=CC=2)(C2C=CC=CC=2)C2C=CC=CC=2)(C2C=CC=CC=2)C2C=CC=CC=2)=CC=1>[O:10]1[C:11]2[C:6](=[CH:5][CH:4]=[CH:3][C:2]=2[C:21]#[N:22])[CH2:7][CH2:8][CH2:9]1 |f:4.5.6,^1:39,41,60,79|. Procedure details: To a solution of 8-bromo-chroman (1.434 g, 6.730 mmol, prepared from 2,6-dibromo-phenol using the procedure reported by Thomas, G. H. et al. Tetrahedron Lett. 1998, 39, 2219-22) in dimethylformamide (10 mL) at room temperature was added zinc cyanide (790 mg, 6.730 mmol). The mixture was degassed by passing argon through for 2 h before tetrakis(triphenylphosphine)palladium (778 mg, 0.673 mmol) was added. The reaction mixture was heated at 90° C. for 12 h. Upon cooling to room temperature, it was ...